Dataset: the Open Reaction Database (ORD), a public repository of structured organic reaction records. Task: describe an organic reaction: reactants, conditions, products, and yield Reactants: CC(=O)N1CCc2[nH]nc(-c3ccc(Br)cc3)c2C1, O=C([O-])[O-], CCOC(C)=O, ClCC1CO1, [Cs+], [Cs+], CN(C)C=O. Yields the product CC(=O)N1CCc2c(c(-c3ccc(Br)cc3)nn2CC2CO2)C1. Reaction SMILES: [Br:7][c:8]1[cH:9][cH:10][c:11](-[c:14]2[n:15][nH:16][c:17]3[c:18]2[CH2:19][N:20]([C:23]([CH3:24])=[O:25])[CH2:21][CH2:22]3)[cH:12][cH:13]1.[C:1](=[O:2])([O-:3])[O-:4].[CH3:36][CH2:37][O:38][C:39]([CH3:40])=[O:41].[Cl:26][CH2:27][CH:28]1[CH2:29][O:30]1.[Cs+:5].[Cs+:6].[O:31]=[CH:32][N:33]([CH3:34])[CH3:35]>>[Br:7][c:8]1[cH:9][cH:10][c:11](-[c:14]2[n:15][n:16]([CH2:27][CH:28]3[CH2:29][O:30]3)[c:17]3[c:18]2[CH2:19][N:20]([C:23]([CH3:24])=[O:25])[CH2:21][CH2:22]3)[cH:12][cH:13]1. Reactants: C1CCOC1, CCOC(=O)N=NC(=O)OCC, O, CCO[PH](=O)CCCCC1=CC(O)CC1, c1ccc(P(c2ccccc2)c2ccccc2)cc1, c1ccccc1. Yields the product CCO[PH](=O)CCCCC1=CC(N)CC1. RXN SMILES: [CH2:54]1[O:55][CH2:56][CH2:57][CH2:58]1.[O:16]=[C:17]([N:18]=[N:22][C:23]([O:24][CH2:25][CH3:26])=[O:27])[O:19][CH2:20][CH3:21].[OH2:47].[OH:1][CH:2]1[CH:3]=[C:4]([CH2:7][CH2:8][CH2:9][CH2:10][PH:11]([O:12][CH2:13][CH3:14])=[O:15])[CH2:5][CH2:6]1.[c:28]1([P:29]([c:30]2[cH:31][cH:32][cH:33][cH:34][cH:35]2)[c:36]2[cH:37][cH:38][cH:39][cH:40][cH:41]2)[cH:42][cH:43][cH:44][cH:45][cH:46]1.[cH:48]1[cH:49][cH:50][cH:51][cH:52][cH:53]1>>[CH:2]1([NH2:18])[CH:3]=[C:4]([CH2:7][CH2:8][CH2:9][CH2:10][PH:11]([O:12][CH2:13][CH3:14])=[O:15])[CH2:5][CH2:6]1. The reactants are [H][H] (hydrogen), COC(=O)[C@H]1N(C(CC1)=O)CC1=CC=CC=C1 ((S)-5-oxo-1-(phenylmethyl)-2-pyrrolidinecarboxylic acid methyl ester), [BH4-].[Na+] (Sodium borohydride), CO (methanol), [H][H] (hydrogen). Run in C1(=CC=CC=C1)C (toluene), C(C)(C)(C)O (t-butanol). Run at time 8 hour. The product is OC[C@@H]1CCC(N1CC1=CC=CC=C1)=O ((S)-5-(hydroxymethyl)-1-(phenylmethyl)-2-pyrrolidinone). Isolated yield 78.4%. As a reaction SMILES: C[O:2][C:3]([C@@H:5]1[CH2:9][CH2:8][C:7](=[O:10])[N:6]1[CH2:11][C:12]1[CH:17]=[CH:16][CH:15]=[CH:14][CH:13]=1)=O.[BH4-].[Na+].CO.[H][H]>C(O)(C)(C)C.C1(C)C=CC=CC=1>[OH:2][CH2:3][C@H:5]1[N:6]([CH2:11][C:12]2[CH:17]=[CH:16][CH:15]=[CH:14][CH:13]=2)[C:7](=[O:10])[CH2:8][CH2:9]1 |f:1.2|. Procedure: A solution of (S)-5-oxo-1-(phenylmethyl)-2-pyrrolidinecarboxylic acid methyl ester (132 g, 0.556 mol) in 600 mL of t-butanol was cooled to ca. 18° C. Sodium borohydride (41 g, 1.12 mol) was added in one portion. To the suspension was added over 45 min 425 mL of methanol. The reaction was kept at 15° C. during the addition, during which time hydrogen gas was evolved. After the addition, the mixture was kept at 20° C. until hydrogen evolution had subsided, and was allowed to stand at room temperat... Reactants: C(C)(C)(C)OC(=O)N1[C@@H](CC(C1)=O)C(=O)O ((2S)-1-(tert-butoxycarbonyl)-4-oxo-2-pyrrolidinecarboxylic acid), O.Cl.C(C=C)ON (O-allylhydroxylamine hydrochloride monohydrate), N1=CC=CC=C1 (pyridine). Run in C(C)O (ethanol). The product is C(C=C)ON=C1C[C@H](N(C1)C(=O)OC(C)(C)C)C(=O)O ((2S,4EZ)-4-[(allyloxy)imino]-1-(tert-butoxycarbonyl)-2-pyrrolidinecarboxylic acid). The yield is 94.3%. As a reaction SMILES: [C:1]([O:5][C:6]([N:8]1[CH2:12][C:11](=O)[CH2:10][C@H:9]1[C:14]([OH:16])=[O:15])=[O:7])([CH3:4])([CH3:3])[CH3:2].O.Cl.[CH2:19]([O:22][NH2:23])[CH:20]=[CH2:21].N1C=CC=CC=1>C(O)C>[CH2:19]([O:22][N:23]=[C:11]1[CH2:12][N:8]([C:6]([O:5][C:1]([CH3:4])([CH3:3])[CH3:2])=[O:7])[C@H:9]([C:14]([OH:16])=[O:15])[CH2:10]1)[CH:20]=[CH2:21] |f:1.2.3|. Procedure details: A solution was made containing (2S)-1-(tert-butoxycarbonyl)-4-oxo-2-pyrrolidinecarboxylic acid (5.0 g, 22 mmol) and O-allylhydroxylamine hydrochloride monohydrate (7.2 g, 65.5 mmol) in a 1:1 mixture of pyridine and ethanol (100 ml). The reaction was heated to reflux for 2.5 h before cooling and removal of solvent. The residue was dissolved in ethyl acetate and washed rapidly with 1.3N HCl (40 ml). The acidic layer was then extracted with ethyl acetate (3×20 ml) and the combined organic layers wa... Reactants: CN(C(=O)C=1C=C(C=CC1[N+](=O)[O-])CCCC(=O)O)C (4-(3-dimethylcarbamoyl-4-nitrophenyl)butanoic acid), C([O-])([O-])=O.[K+].[K+] (potassium carbonate), C(C1=CC=CC=C1)Br (benzyl bromide), O (water). Run in CN(C)C=O (DMF). Run at temperature 60 celsius, time 3.5 hour. The product is C(C1=CC=CC=C1)OC(CCCC1=CC(=C(C=C1)[N+](=O)[O-])C(N(C)C)=O)=O (4-(3-Dimethylcarbamoyl-4-nitrophenyl)butanoic acid benzyl ester). Isolated yield 76.8%. RXN SMILES: [CH3:1][N:2]([CH3:20])[C:3]([C:5]1[CH:6]=[C:7]([CH2:14][CH2:15][CH2:16][C:17]([OH:19])=[O:18])[CH:8]=[CH:9][C:10]=1[N+:11]([O-:13])=[O:12])=[O:4].C(=O)([O-])[O-].[K+].[K+].[CH2:27](Br)[C:28]1[CH:33]=[CH:32][CH:31]=[CH:30][CH:29]=1.O>CN(C=O)C>[CH2:27]([O:18][C:17](=[O:19])[CH2:16][CH2:15][CH2:14][C:7]1[CH:8]=[CH:9][C:10]([N+:11]([O-:13])=[O:12])=[C:5]([C:3](=[O:4])[N:2]([CH3:1])[CH3:20])[CH:6]=1)[C:28]1[CH:33]=[CH:32][CH:31]=[CH:30][CH:29]=1 |f:1.2.3|. Procedure: To a solution of 4-(3-dimethylcarbamoyl-4-nitrophenyl)butanoic acid (1.37 g) in DMF (10 mL) were added potassium carbonate (880 mg) and benzyl bromide (922 mg). The mixture was stirred at 60° C. for 3.5 hours under heating and then allowed to stand for cooling down to room temperature. After addition of water thereto, the mixture was extracted with ethyl acetate. The extract was washed successively with water and saturated brine, dried over anhydrous sodium sulfate, and concentrated. The residue... Reactants: C(#N)C(CCCNC)(C(C)C)C1=CC(=C(C=C1)OC)OC (4-cyano-4-(3,4-dimethoxyphenyl)-5,N-dimethyl-hexylamine), C1C(C)O1 (propylene oxide), C1C(C)O1 (propylene oxide). Solvent: CO (methanol). Reaction conditions: temperature 20 celsius, time 24 hour. Product: C(#N)C(CCCN(C)CC(O)C)(C(C)C)C1=CC(=C(C=C1)OC)OC (2-[4-cyano-4-(3,4-dimethoxyphenyl)-5,N-dimethyl-hexylamino]-1-methylethanol). Yield: 82.8%. Reaction SMILES: [C:1]([C:3]([C:12]1[CH:17]=[CH:16][C:15]([O:18][CH3:19])=[C:14]([O:20][CH3:21])[CH:13]=1)([CH:9]([CH3:11])[CH3:10])[CH2:4][CH2:5][CH2:6][NH:7][CH3:8])#[N:2].[CH2:22]1[O:25][CH:23]1[CH3:24]>CO>[C:1]([C:3]([C:12]1[CH:17]=[CH:16][C:15]([O:18][CH3:19])=[C:14]([O:20][CH3:21])[CH:13]=1)([CH:9]([CH3:11])[CH3:10])[CH2:4][CH2:5][CH2:6][N:7]([CH2:22][CH:23]([CH3:24])[OH:25])[CH3:8])#[N:2]. Reported procedure: A solution of 18.9 g of 4-cyano-4-(3,4-dimethoxyphenyl)-5,N-dimethyl-hexylamine and 4.5 g of propylene oxide in 40 ml of methanol was allowed to stand for 24 hours at 20° C. A further 0.75 g of propylene oxide was then added, and after 24 hours at 20° C. the solution was refluxed for 1 hour and then evaporated to dryness in vacuo. The oil thus obtained was purified by silica gel chromatography using chloroform containing increasing amounts of methanol as eluent. The unitary TLC fractions (chloro... Starting materials: COC(C(=CC1CCCC1)C1=CC(=C(C=C1)Cl)Cl)=O (3-cyclopentyl-2-(3,4-dichloro-phenyl)-acrylic acid methyl ester), [OH-].[Li+] (lithium hydroxide). Solvent: O1CCCC1 (tetrahydrofuran). Reaction conditions: temperature 25 celsius, time 17 hour. As a reaction SMILES: C[O:2][C:3](=[O:19])[C:4]([C:11]1[CH:16]=[CH:15][C:14]([Cl:17])=[C:13]([Cl:18])[CH:12]=1)=[CH:5][CH:6]1[CH2:10][CH2:9][CH2:8][CH2:7]1.[OH-].[Li+]>O1CCCC1>[CH:6]1(/[CH:5]=[C:4](\[C:11]2[CH:16]=[CH:15][C:14]([Cl:17])=[C:13]([Cl:18])[CH:12]=2)/[C:3]([OH:19])=[O:2])[CH2:10][CH2:9][CH2:8][CH2:7]1 |f:1.2|. Reported procedure: A solution of the isomeric mixture of 3-cyclopentyl-2-(3,4-dichloro-phenyl)-acrylic acid methyl ester [821.1 mg, 2.74 mmol, (E):(Z)=4.5:1] in tetrahydrofuran (3.4 mL) was treated with a 0.8M aqueous lithium hydroxide solution (3.4 mL, 2.74 mmol). The reaction mixture was stirred at 25° C. for 17 h and then heated under reflux for 4 h. The reaction mixture was allowed to cool to 25° C. and then concentrated in vacuo to remove tetrahydrofuran. The remaining aqueous layer was acidified to pH=2 with... Yield: 26.3%. Product: hexanes ethyl acetate, C1(CCCC1)/C=C(/C(=O)O)\C1=CC(=C(C=C1)Cl)Cl ((E)-3-cyclopentyl-2-(3,4-dichloro-phenyl)-acrylic acid).